This data is from the Open Reaction Database (ORD), a public repository of structured organic reaction records. The task is: describe an organic reaction: reactants, conditions, products, and yield Yields the product COC1=C(OCC2(CC2)CNC(CCC)=O)C(=CC=C1OC)C1=C2CCC(C2=CC=C1)=O (N-{1-[2,3-Dimethoxy-6-(1-oxo-indan-4-yl)-phenoxymethyl]-cyclopropylmethyl}-butyramide). Reaction SMILES: [NH2:1][CH2:2][C:3]1([CH2:6][O:7][C:8]2[C:13]([O:14][CH3:15])=[C:12]([O:16][CH3:17])[CH:11]=[CH:10][C:9]=2[C:18]2[CH:26]=[CH:25][CH:24]=[C:23]3[C:19]=2[CH2:20][CH2:21][C:22]3=[O:27])[CH2:5][CH2:4]1.C(N(C(C)C)CC)(C)C.[C:37](Cl)(=[O:41])[CH2:38][CH2:39][CH3:40]>ClCCl>[CH3:15][O:14][C:13]1[C:12]([O:16][CH3:17])=[CH:11][CH:10]=[C:9]([C:18]2[CH:26]=[CH:25][CH:24]=[C:23]3[C:19]=2[CH2:20][CH2:21][C:22]3=[O:27])[C:8]=1[O:7][CH2:6][C:3]1([CH2:2][NH:1][C:37](=[O:41])[CH2:38][CH2:39][CH3:40])[CH2:4][CH2:5]1. Reported procedure: To a stirring solution of 4-[2-(1-Aminomethyl-cyclopropylmethoxy)-3,4-dimethoxy-phenyl]-indan-1-one (Compound 182) (100 mg, 0.272 mmol) in dichloromethane (10 mL), were added diisopropylethylamine (0.034 g, 0.272 mmol) and butyryl chloride (29 mg, 0.272 mmol) and the resultant reaction mixture was subjected to the conditions used in the preparation of compound 183 to afford the title compound as a solid. Starting materials: NCC1(CC1)COC1=C(C=CC(=C1OC)OC)C1=C2CCC(C2=CC=C1)=O (4-[2-(1-aminomethyl-cyclopropylmethoxy)-3,4-dimethoxy-phenyl]-indan-1-one), NCC1(CC1)COC1=C(C=CC(=C1OC)OC)C1=C2CCC(C2=CC=C1)=O (4-[2-(1-aminomethyl-cyclopropylmethoxy)-3,4-dimethoxy-phenyl]-indan-1-one), C(C)(C)N(CC)C(C)C (diisopropylethylamine), C(CCC)(=O)Cl (butyryl chloride), compound 183. Run in ClCCl (dichloromethane). Starting materials: C=1C=CN2C1CN(C1=C(C2)C=CC=C1)C(=O)C=1C=CC(=NC1)NC(=O)C=1C(=NC=CC1)C (N-[5-(5H-pyrrolo-[2,1-c][1,4]benzodiazepin-10(11H)-ylcarbonyl)-2-pyridinyl]-2-methylpyridine-3-carboxamide), Cl (hydrogen chloride). Run in CO (methanol). Run at time 30 minute. The product is Cl.C=1C=CN2C1CN(C1=C(C2)C=CC=C1)C(=O)C=1C=CC(=NC1)NC(=O)C=1C(=NC=CC1)C (N-[5-(5H-Pyrrolo[2,1-c][1,4]benzodiazepin-10(11H)-ylcarbonyl]-2-pyridinyl]-2-methylpyridine-3-carboxamide Hydrochloride). As a reaction SMILES: [CH:1]1[CH:2]=[CH:3][N:4]2[CH2:10][C:9]3[CH:11]=[CH:12][CH:13]=[CH:14][C:8]=3[N:7]([C:15]([C:17]3[CH:18]=[CH:19][C:20]([NH:23][C:24]([C:26]4[C:27]([CH3:32])=[N:28][CH:29]=[CH:30][CH:31]=4)=[O:25])=[N:21][CH:22]=3)=[O:16])[CH2:6][C:5]=12.[ClH:33]>CO>[ClH:33].[CH:1]1[CH:2]=[CH:3][N:4]2[CH2:10][C:9]3[CH:11]=[CH:12][CH:13]=[CH:14][C:8]=3[N:7]([C:15]([C:17]3[CH:18]=[CH:19][C:20]([NH:23][C:24]([C:26]4[C:27]([CH3:32])=[N:28][CH:29]=[CH:30][CH:31]=4)=[O:25])=[N:21][CH:22]=3)=[O:16])[CH2:6][C:5]=12 |f:3.4|. Procedure details: To a solution of 1.0 g of N-[5-(5H-pyrrolo-[2,1-c][1,4]benzodiazepin-10(11H)-ylcarbonyl)-2-pyridinyl]-2-methylpyridine-3-carboxamide in 50 ml of methanol is added hydrogen chloride gas. The mixture is stirred at room temperature for 30 minutes and the solvent removed under vacuum. The residue is triturated with ether to give 1.0 g of the desired product as a solid: mass spectrum(CCl); 459 (M+). Reactants: CO, O=[N+]([O-])c1ccc(CS(=O)(=O)CCO)cc1. Yields the product Nc1ccc(CS(=O)(=O)CCO)cc1. As a reaction SMILES: [CH3:17][OH:18].[N+:1]([O-:2])(=[O:3])[c:4]1[cH:5][cH:6][c:7]([CH2:10][S:11](=[O:12])(=[O:13])[CH2:14][CH2:15][OH:16])[cH:8][cH:9]1>>[NH2:1][c:4]1[cH:5][cH:6][c:7]([CH2:10][S:11](=[O:12])(=[O:13])[CH2:14][CH2:15][OH:16])[cH:8][cH:9]1. Starting materials: O (water), COC1=CC=C(C=C1)N1C(C=CCC1)=O (1-(4-methoxyphenyl)-5,6-dihydropyridin-2(1H)-one), O=C(CNC(C1=CC(=CC=C1)C(F)(F)F)=O)N[C@H]1CNCC1 (N-{2-oxo-2-[(3R)-pyrrolidin-3-ylamino]ethyl}-3-(trifluoromethyl)benzamide), crude mixture, [NH4+].[OH-] (NH4OH). The solvent is CO (MeOH), CCOC(=O)C (EtOAc). Yields the product COC1=CC=C(C=C1)N1C(CC(CC1)N1C[C@@H](CC1)NC(CNC(C1=CC(=CC=C1)C(F)(F)F)=O)=O)=O (N-[2-({(3R)-1-[1-(4-methoxyphenyl)-2-oxopiperidin-4-yl]pyrrolidin-3-yl}amino)-2-oxoethyl]-3-(trifluoromethyl)benzamide). Yield: 53.1%. As a reaction SMILES: O.[CH3:2][O:3][C:4]1[CH:9]=[CH:8][C:7]([N:10]2[CH2:15][CH2:14][CH:13]=[CH:12][C:11]2=[O:16])=[CH:6][CH:5]=1.[O:17]=[C:18]([NH:33][C@@H:34]1[CH2:38][CH2:37][NH:36][CH2:35]1)[CH2:19][NH:20][C:21](=[O:32])[C:22]1[CH:27]=[CH:26][CH:25]=[C:24]([C:28]([F:31])([F:30])[F:29])[CH:23]=1.[NH4+].[OH-]>CCOC(C)=O.CO>[CH3:2][O:3][C:4]1[CH:5]=[CH:6][C:7]([N:10]2[CH2:15][CH2:14][CH:13]([N:36]3[CH2:37][CH2:38][C@@H:34]([NH:33][C:18](=[O:17])[CH2:19][NH:20][C:21](=[O:32])[C:22]4[CH:27]=[CH:26][CH:25]=[C:24]([C:28]([F:29])([F:31])[F:30])[CH:23]=4)[CH2:35]3)[CH2:12][C:11]2=[O:16])=[CH:8][CH:9]=1 |f:3.4|. Procedure details: A slurry of water (19 μL, 0.10 mmol), 1-(4-methoxyphenyl)-5,6-dihydropyridin-2(1H)-one (42 mg, 0.207 mmol) and N-{2-oxo-2-[(3R)-pyrrolidin-3-ylamino]ethyl}-3-(trifluoromethyl)benzamide (130 mg, 0.41 mmol) was heated to 90° C. overnight. The crude mixture was subjected to flash chromatography (1% NH4OH, 15% MeOH, EtOAc) to yield the title compound as a white solid (57 mg, 53%). 1H-NMR (CD3OD) δ: 1.70-1.82 (m, 1H), 1.83-2.00 (m, 1H), 2.15-2.37 (m, 2H); 2.40-2.58 (m, 1H), 2.56-2.81 (m, 4H), 2.83-3.... Starting materials: CCOC(C)=O, [H][H], Cc1ccc(-n2nc(-c3ccc([N+](=O)[O-])cc3)cc2N)cc1. Yields the product Cc1ccc(-n2nc(-c3ccc(N)cc3)cc2N)cc1. As a reaction SMILES: [CH3:25][CH2:26][O:27][C:28]([CH3:29])=[O:30].[H:23][H:24].[c:1]1([CH3:22])[cH:2][cH:3][c:4](-[n:7]2[n:8][c:9](-[c:13]3[cH:14][cH:15][c:16]([N+:19]([O-:20])=[O:21])[cH:17][cH:18]3)[cH:10][c:11]2[NH2:12])[cH:5][cH:6]1>>[c:1]1([CH3:22])[cH:2][cH:3][c:4](-[n:7]2[n:8][c:9](-[c:13]3[cH:14][cH:15][c:16]([NH2:19])[cH:17][cH:18]3)[cH:10][c:11]2[NH2:12])[cH:5][cH:6]1. The yield is 99.0%. Starting materials: Cl (HCl), C(C)(C)(C)OC(N(C)CCN1CCN(CC1)C=1C(=NC=CC1)Cl)=O ({2-[4-(2-chloro-pyridin-3-yl)-piperazin-1-yl]-ethyl}-methyl-carbamic acid tert-butyl ester), O1CCOCC1 (dioxane). The solvent is ClCCl (dichloromethane). Reaction conditions: time 18 hour. RXN SMILES: C(O[C:6](=O)[N:7]([CH2:9][CH2:10][N:11]1[CH2:16][CH2:15][N:14]([C:17]2[C:18]([Cl:23])=[N:19][CH:20]=[CH:21][CH:22]=2)[CH2:13][CH2:12]1)C)(C)(C)C.Cl.O1CCOCC1>ClCCl>[ClH:23].[Cl:23][C:18]1[C:17]([N:14]2[CH2:15][CH2:16][N:11]([CH2:10][CH2:9][NH:7][CH3:6])[CH2:12][CH2:13]2)=[CH:22][CH:21]=[CH:20][N:19]=1 |f:4.5|. Yields the product Cl.ClC1=NC=CC=C1N1CCN(CC1)CCNC ({2-[4-(2-Chloro-pyridin-3-yl)-piperazin-1-yl]-ethyl}-methyl-amine hydrochloride salt). Procedure: Dissolve {2-[4-(2-chloro-pyridin-3-yl)-piperazin-1-yl]-ethyl}-methyl-carbamic acid tert-butyl ester (4.900 g, 13.807 mmol) in dichloromethane (100 mL). Slowly add 4N HCl in dioxane (20.711 mL, 82.845 mmol). Stir at room temperature for 18 hr. Concentrate and wash the resulting solid with diethyl ether to afford the title preparation (7.500 g, 99% yield). MS ES: m/z=255 [M+H]+. Reactants: [Cl-] (chloride), C(C)[Mg]Br (ethylmagnesium bromide), O1CCCC1 (tetrahydrofuran), ClC1C=2C(=C(C=CC2C(=C2[NH+]1CCC1=CC3=C(C=C21)OCO3)C)OC)OC (8-chloro-9,10-dimethoxy-13-methyl-5,6-dihydro-[1,3]dioxolo[4,5-g]isoquino[3,2-a]isoquinolin-7-ylium). Run in C(C)OCC (diethyl ether). Reaction conditions: temperature 0 celsius, time 20 minute. Product: C(C)C1(C=2C(=C(C=CC2C(=C2N1CCC1=CC3=C(C=C21)OCO3)C)OC)OC)CC (8,8-diethyl-9,10-dimethoxy-13-methyl-5,8-dihydro-6H-[1,3]dioxolo[4,5-g]isoquino[3,2-a]isoquinoline). The yield is 21.0%. RXN SMILES: Cl[CH:2]1[NH+:11]2[CH2:12][CH2:13][C:14]3[C:19]([C:10]2=[C:9]([CH3:23])[C:8]2[CH:7]=[CH:6][C:5]([O:24][CH3:25])=[C:4]([O:26][CH3:27])[C:3]1=2)=[CH:18][C:17]1[O:20][CH2:21][O:22][C:16]=1[CH:15]=3.[Cl-].[CH2:29]([Mg]Br)[CH3:30].O1CC[CH2:35][CH2:34]1>C(OCC)C>[CH2:34]([C:2]1([CH2:29][CH3:30])[N:11]2[CH2:12][CH2:13][C:14]3[C:19]([C:10]2=[C:9]([CH3:23])[C:8]2[CH:7]=[CH:6][C:5]([O:24][CH3:25])=[C:4]([O:26][CH3:27])[C:3]1=2)=[CH:18][C:17]1[O:20][CH2:21][O:22][C:16]=1[CH:15]=3)[CH3:35]. Procedure: To a suspension of 8-chloro-9,10-dimethoxy-13-methyl-5,6-dihydro-[1,3]dioxolo[4,5-g]isoquino[3,2-a]isoquinolin-7-ylium; chloride (1050 mg, 2.5 mmol) in anhydrous diethyl ether (50 mL) at 0° C. was added a solution of ethylmagnesium bromide in tetrahydrofuran (3 M, 9 mL, 27.4 mmol) dropwise. After stirring at 0° C. for 20 min, the reaction was quenched by adding saturated aqueous ammonium chloride solution (50 mL). The mixture was extracted with diethyl ether (2×100 mL), washed with brine, dried ... Starting materials: [BH3-]C#N, C=O, CC#N, Cl, [Na+], COc1cccc(NCc2cnc[nH]2)c1. The product is COc1cccc(N(C)Cc2cnc[nH]2)c1. RXN SMILES: [C:18]([BH3-:19])#[N:20].[CH2:16]=[O:17].[CH3:23][C:24]#[N:25].[ClH:22].[Na+:21].[n:1]1[cH:2][nH:3][c:4]([CH2:6][NH:7][c:8]2[cH:9][c:10]([O:14][CH3:15])[cH:11][cH:12][cH:13]2)[cH:5]1>>[n:1]1[cH:2][nH:3][c:4]([CH2:6][N:7]([c:8]2[cH:9][c:10]([O:14][CH3:15])[cH:11][cH:12][cH:13]2)[CH3:18])[cH:5]1.